From a dataset of the Open Reaction Database (ORD), a public repository of structured organic reaction records. describe an organic reaction: reactants, conditions, products, and yield The reactants are COC1=CC=C(C=C1)C(C1=CC=CC=C1)(C1=CC=C(C=C1)OC)NC1=N[C@](C(C(N1C)=O)(C)C)(C)C1=C(C=CC(=C1)Br)F ((S)-2-{[bis-(4-methoxy-phenyl)-phenyl-methyl]-amino}-6-(5-bromo-2-fluoro-phenyl)-3,5,5,6-tetramethyl-5,6-dihydro-3H-pyrimidin-4-one), COC1=CC=C(C=C1)C(C1=CC=CC=C1)(C1=CC=C(C=C1)OC)NC1=N[C@](C(C(N1C)=O)(C)C)(C)C1=C(C=CC(=C1)Br)F ((S)-2-{[bis-(4-methoxy-phenyl)-phenyl-methyl]-amino}-6-(5-bromo-2-fluoro-phenyl)-3,5,5,6-tetramethyl-5,6-dihydro-3H-pyrimidin-4-one), CC1(OC2=C(C1)C=CC=C2N)C (2,2-dimethyl-2,3-dihydro-benzofuran-7-ylamine). The product is NC1=N[C@](C(C(N1C)=O)(C)C)(C)C1=C(C=CC(=C1)NC1=CC=CC=2CC(OC21)(C)C)F ((S)-2-Amino-6-(5-(2,2-dimethyl-2,3-dihydrobenzofuran-7-ylamino)-2-fluorophenyl)-3,5,5,6-tetramethyl-5,6-dihydropyrimidin-4(3H)-one). Reaction SMILES: COC1C=CC(C([NH:24][C:25]2[N:30]([CH3:31])[C:29](=[O:32])[C:28]([CH3:34])([CH3:33])[C@:27]([C:36]3[CH:41]=[C:40](Br)[CH:39]=[CH:38][C:37]=3[F:43])([CH3:35])[N:26]=2)(C2C=CC(OC)=CC=2)C2C=CC=CC=2)=CC=1.[CH3:44][C:45]1([CH3:55])[CH2:49][C:48]2[CH:50]=[CH:51][CH:52]=[C:53]([NH2:54])[C:47]=2[O:46]1>>[NH2:24][C:25]1[N:30]([CH3:31])[C:29](=[O:32])[C:28]([CH3:33])([CH3:34])[C@:27]([C:36]2[CH:41]=[C:40]([NH:54][C:53]3[C:47]4[O:46][C:45]([CH3:55])([CH3:44])[CH2:49][C:48]=4[CH:50]=[CH:51][CH:52]=3)[CH:39]=[CH:38][C:37]=2[F:43])([CH3:35])[N:26]=1. Procedure: The coupling of (S)-2-{[bis-(4-methoxy-phenyl)-phenyl-methyl]-amino}-6-(5-bromo-2-fluoro-phenyl)-3,5,5,6-tetramethyl-5,6-dihydro-3H-pyrimidin-4-one (intermediate K) and 2,2-dimethyl-2,3-dihydro-benzofuran-7-ylamine according to procedure B followed by deprotection yielded the title compound as an off-white solid. MS (ESI): m/z=425.2 [M+H]+. Starting materials: O=C([O-])[O-], CN(C)C=O, Cn1c(=O)[nH]c2c(Cl)nc(-c3ccccc3)nc21, CCN(C(=O)CCl)c1ccccc1, [K+], [K+], O. Product: CCN(C(=O)Cn1c(=O)n(C)c2nc(-c3ccccc3)nc(Cl)c21)c1ccccc1. As a reaction SMILES: [C:19](=[O:20])([O-:21])[O-:22].[CH3:25][N:26]([CH3:27])[CH:28]=[O:29].[Cl:1][c:2]1[c:3]2[nH:4][c:5](=[O:18])[n:6]([CH3:17])[c:7]2[n:8][c:9](-[c:11]2[cH:12][cH:13][cH:14][cH:15][cH:16]2)[n:10]1.[Cl:30][CH2:31][C:32](=[O:33])[N:34]([c:35]1[cH:36][cH:37][cH:38][cH:39][cH:40]1)[CH2:41][CH3:42].[K+:23].[K+:24].[OH2:43]>>[Cl:1][c:2]1[c:3]2[n:4]([CH2:31][C:32](=[O:33])[N:34]([c:35]3[cH:36][cH:37][cH:38][cH:39][cH:40]3)[CH2:41][CH3:42])[c:5](=[O:18])[n:6]([CH3:17])[c:7]2[n:8][c:9](-[c:11]2[cH:12][cH:13][cH:14][cH:15][cH:16]2)[n:10]1. The reactants are CC(C)(C)OC(=O)N1CCCNCC1, [K+], [K+], Nc1ncc(Br)cc1C(=O)c1cccc(Br)n1, O=C([O-])[O-], CN(C)C=O. Product: CC(C)(C)OC(=O)N1CCCN(c2cccc(C(=O)c3cc(Br)cnc3N)n2)CC1. As a reaction SMILES: [C:18](=[O:19])([O:20][C:21]([CH3:22])([CH3:23])[CH3:24])[N:25]1[CH2:26][CH2:27][NH:28][CH2:29][CH2:30][CH2:31]1.[K+:32].[K+:33].[NH2:1][c:2]1[n:3][cH:4][c:5]([Br:17])[cH:6][c:7]1[C:8](=[O:9])[c:10]1[n:11][c:12]([Br:16])[cH:13][cH:14][cH:15]1.[O-:34][C:35]([O-:36])=[O:37].[O:38]=[CH:39][N:40]([CH3:41])[CH3:42]>>[NH2:1][c:2]1[n:3][cH:4][c:5]([Br:17])[cH:6][c:7]1[C:8](=[O:9])[c:10]1[n:11][c:12]([N:28]2[CH2:27][CH2:26][N:25]([C:18](=[O:19])[O:20][C:21]([CH3:22])([CH3:23])[CH3:24])[CH2:31][CH2:30][CH2:29]2)[cH:13][cH:14][cH:15]1.